Dataset: the Open Reaction Database (ORD), a public repository of structured organic reaction records. Task: describe an organic reaction: reactants, conditions, products, and yield Conditions: time 16 hour. Run in C(C)O (ethanol), O (water). The product is CC=1N(C2=C(C=NC=C2)N1)C1=CC=C(C=C1)CC(=O)O (4-(2-Methylimidazo[4,5-c]pyrid-1-yl)phenylacetic acid). Procedure: A solution of ethyl 4-(2-methylimidazo[4,5-c]pyrid-1-yl)phenylacetate (750 mg, 2.54 mmol) and sodium hydroxide 160 mg, 4.0 mmol) in a mixture of ethanol (5 ml) and water (5 ml) was stirred at room temperature for 16 hours and evaporated. The residue was taken up in water, acidified with 2M hydrochloric acid to pH 4-5 and extracted into 1-butanol. The combined 1-butanol extracts were evaporated and the residue triturated with diethyl ether. The resulting solid was collected, washed with hexane an... The reactants are CC=1N(C2=C(C=NC=C2)N1)C1=CC=C(C=C1)CC(=O)OCC (ethyl 4-(2-methylimidazo[4,5-c]pyrid-1-yl)phenylacetate), [OH-].[Na+] (sodium hydroxide). Reaction SMILES: [CH3:1][C:2]1[N:3]([C:11]2[CH:16]=[CH:15][C:14]([CH2:17][C:18]([O:20]CC)=[O:19])=[CH:13][CH:12]=2)[C:4]2[CH:9]=[CH:8][N:7]=[CH:6][C:5]=2[N:10]=1.[OH-].[Na+]>C(O)C.O>[CH3:1][C:2]1[N:3]([C:11]2[CH:12]=[CH:13][C:14]([CH2:17][C:18]([OH:20])=[O:19])=[CH:15][CH:16]=2)[C:4]2[CH:9]=[CH:8][N:7]=[CH:6][C:5]=2[N:10]=1 |f:1.2|. Isolated yield 39.3%.